This data is from the Open Reaction Database (ORD), a public repository of structured organic reaction records. The task is: describe an organic reaction: reactants, conditions, products, and yield Reactants: 14, N1N=CN=C1 (1,2,4-triazole), C([O-])([O-])=O.[K+].[K+] (potassium carbonate), C(C=CC1=CC=CC=C1)Cl (cinnamyl chloride). The solvent is C(C)#N (acetonitrile). Reaction conditions: time 12 hour. Product: 26, C1(=CC=CC=C1)C=CCN1N=CN=C1 (1-(3-phenyl-2-propenyl)-1,2,4-triazole). RXN SMILES: [NH:1]1[CH:5]=[N:4][CH:3]=[N:2]1.C(=O)([O-])[O-].[K+].[K+].[CH2:12](Cl)[CH:13]=[CH:14][C:15]1[CH:20]=[CH:19][CH:18]=[CH:17][CH:16]=1>C(#N)C>[C:15]1([CH:14]=[CH:13][CH2:12][N:1]2[CH:5]=[N:4][CH:3]=[N:2]2)[CH:20]=[CH:19][CH:18]=[CH:17][CH:16]=1 |f:1.2.3|. Procedure details: A mixture of 14 parts by weight of 1,2,4-triazole, 200 parts by weight of acetonitrile, 32 parts by weight of potassium carbonate and 39.2 parts by weight of cinnamyl chloride is stirred for 12 hours, and then filtered. The filtrate is concentrated, dissolved in dichloromethane, washed with water, evaporated and distilled. There is obtained 26 parts by weight of 1-(3-phenyl-2-propenyl)-1,2,4-triazole; b.p. (0.27 mbar): 130°-134° C.